describe an organic reaction: reactants, conditions, products, and yield From a dataset of the Open Reaction Database (ORD), a public repository of structured organic reaction records. Reactants: O=C(Br)CBr, CNc1cccc(-c2ccnc3c(C(=O)c4ccccc4)cnn23)c1, CCN(C(C)C)C(C)C, C1CCOC1, O. The product is CN(C(=O)CBr)c1cccc(-c2ccnc3c(C(=O)c4ccccc4)cnn23)c1. As a reaction SMILES: [Br:35][CH2:36][C:37](=[O:38])[Br:39].[CH3:1][NH:2][c:3]1[cH:4][c:5](-[c:9]2[cH:10][cH:11][n:12][c:13]3[n:14]2[n:15][cH:16][c:17]3[C:18](=[O:19])[c:20]2[cH:21][cH:22][cH:23][cH:24][cH:25]2)[cH:6][cH:7][cH:8]1.[CH:26]([N:27]([CH:28]([CH3:29])[CH3:30])[CH2:31][CH3:32])([CH3:33])[CH3:34].[O:41]1[CH2:42][CH2:43][CH2:44][CH2:45]1.[OH2:40]>>[CH3:1][N:2]([c:3]1[cH:4][c:5](-[c:9]2[cH:10][cH:11][n:12][c:13]3[n:14]2[n:15][cH:16][c:17]3[C:18](=[O:19])[c:20]2[cH:21][cH:22][cH:23][cH:24][cH:25]2)[cH:6][cH:7][cH:8]1)[C:37]([CH2:36][Br:35])=[O:38]. The reactants are ClC1=CC=C(N=N1)O[C@@H]1CN2CCC1CC2 ((S)-3-(6-Chloro-pyridazin-3-yloxy)-1-aza-bicyclo[2.2.2]octane), N1C=CC2=CC(=CC=C12)B(O)O (5-indolylboronic acid). Yields the product N1C=CC2=CC(=CC=C12)C1=CC=C(N=N1)O[C@@H]1CN2CCC1CC2 ((S)-3-[6-(1H-Indol-5-yl)-pyridazin-3-yloxy]-1-aza-bicyclo[2.2.2]octane). Reaction SMILES: Cl[C:2]1[N:7]=[N:6][C:5]([O:8][C@H:9]2[CH:14]3[CH2:15][CH2:16][N:11]([CH2:12][CH2:13]3)[CH2:10]2)=[CH:4][CH:3]=1.[NH:17]1[C:25]2[C:20](=[CH:21][C:22](B(O)O)=[CH:23][CH:24]=2)[CH:19]=[CH:18]1>>[NH:17]1[C:25]2[C:20](=[CH:21][C:22]([C:2]3[N:7]=[N:6][C:5]([O:8][C@H:9]4[CH:14]5[CH2:15][CH2:16][N:11]([CH2:12][CH2:13]5)[CH2:10]4)=[CH:4][CH:3]=3)=[CH:23][CH:24]=2)[CH:19]=[CH:18]1. Procedure: The product of Example 30A (270 mg, 1.1 mmol) was coupled with 5-indolylboronic acid (215 mg, 1.4 mmol) according to the procedure of Example 20B. The title compound was purified by preparative HPLC (Xterra™, column, Xterra RP-18 5 μm, 30×100 mm. Eluting Solvent, MeCN/H2O (NH4HCO3, 0.1 M, PH=10) (v. 90/10 to 10/90 over 20 min.) Flow rate, 75 mL/min., uv, 250 nm) as solid (200 mg, 57%). 1H NMR (300 MHz, MeOH-D4) δ 1.49-1.63 (m, 1H), 1.67-1.92 (m, 2H), 1.99-2.14 (m, 1H), 2.28-2.36 (m, 1H), 2.76-3.... Starting materials: ClC1=C(C(=CC=C1)F)C=1NC(N(N1)C1=CC=C(C=C1)C#C)=O (5-(2-chloro-6-fluorophenyl)-2-(4-ethynylphenyl)-2,4-dihydro-3H-1,2,4-triazol-3-one), ClC=1C=NC=CC1I (3-chloro-4-iodopyridine), CCCC[N+](CCCC)(CCCC)CCCC.[F-] (TBAF). The reagents and catalysts are Cl[Pd]([P](C1=CC=CC=C1)(C2=CC=CC=C2)C3=CC=CC=C3)([P](C4=CC=CC=C4)(C5=CC=CC=C5)C6=CC=CC=C6)Cl (bis(triphenylphosphine)palladium(II) chloride). Run in CS(=O)C (DMSO). Yields the product ClC1=C(C(=CC=C1)F)C=1NC(N(N1)C1=CC=C(C=C1)C#CC1=C(C=NC=C1)Cl)=O (5-(2-Chloro-6-fluorophenyl)-2-{4[(3-chloropyridin-4-yl)ethynyl]phenyl}-2,4-dihydro-3H-1,2,4-triazol-3-one). Isolated yield 25.8%. RXN SMILES: [Cl:1][C:2]1[CH:7]=[CH:6][CH:5]=[C:4]([F:8])[C:3]=1[C:9]1[NH:10][C:11](=[O:22])[N:12]([C:14]2[CH:19]=[CH:18][C:17]([C:20]#[CH:21])=[CH:16][CH:15]=2)[N:13]=1.[Cl:23][C:24]1[CH:25]=[N:26][CH:27]=[CH:28][C:29]=1I.CCCC[N+](CCCC)(CCCC)CCCC.[F-]>Cl[Pd](Cl)([P](C1C=CC=CC=1)(C1C=CC=CC=1)C1C=CC=CC=1)[P](C1C=CC=CC=1)(C1C=CC=CC=1)C1C=CC=CC=1.CS(C)=O>[Cl:1][C:2]1[CH:7]=[CH:6][CH:5]=[C:4]([F:8])[C:3]=1[C:9]1[NH:10][C:11](=[O:22])[N:12]([C:14]2[CH:19]=[CH:18][C:17]([C:20]#[C:21][C:29]3[CH:28]=[CH:27][N:26]=[CH:25][C:24]=3[Cl:23])=[CH:16][CH:15]=2)[N:13]=1 |f:2.3,^1:51,70|. Reported procedure: The title compound was prepared according to the procedure described in Example-3 using 5-(2-chloro-6-fluorophenyl)-2-(4-ethynylphenyl)-2,4-dihydro-3H-1,2,4-triazol-3-one (Intermediate-2, 0.100 g, 0.319 mmol), 3-chloro-4-iodopyridine (Intermediate-4, 0.114 g, 0.429 mmol), TBAF (0.201 g, 0.638 mmol), bis(triphenylphosphine)palladium(II) chloride (0.020 g, 0.028 mmol) and DMSO (3.0 mL). The obtained product was purified with column chromatography on silica gel eluting with 1.0% MeOH:DCM to afford ... Starting materials: BrC=1C(=NC2=CC=C(C=C2N1)C(=O)OC)C1=CC=CC=C1 (methyl 3-bromo-2-phenylquinoxaline-6-carboxylate), Cl.ClC1=CC=C(C=C1)C1CCNCC1 (4-(4-chlorophenyl)piperidine hydrochloride), CCN(C(C)C)C(C)C (DIEA). Solvent: CN(C=O)C (N,N-dimethylformamide). Reaction conditions: temperature 100 celsius, time 8 hour. The product is ClC1=CC=C(C=C1)C1CCN(CC1)C=1C(=NC2=CC=C(C=C2N1)C(=O)OC)C1=CC=CC=C1 (Methyl 3-(4-(4-chlorophenyl)piperidin-1-yl)-2-phenylquinoxaline-6-carboxylate). As a reaction SMILES: Br[C:2]1[C:3]([C:16]2[CH:21]=[CH:20][CH:19]=[CH:18][CH:17]=2)=[N:4][C:5]2[C:10]([N:11]=1)=[CH:9][C:8]([C:12]([O:14][CH3:15])=[O:13])=[CH:7][CH:6]=2.Cl.[Cl:23][C:24]1[CH:29]=[CH:28][C:27]([CH:30]2[CH2:35][CH2:34][NH:33][CH2:32][CH2:31]2)=[CH:26][CH:25]=1.CCN(C(C)C)C(C)C>CN(C)C=O>[Cl:23][C:24]1[CH:29]=[CH:28][C:27]([CH:30]2[CH2:31][CH2:32][N:33]([C:2]3[C:3]([C:16]4[CH:21]=[CH:20][CH:19]=[CH:18][CH:17]=4)=[N:4][C:5]4[C:10]([N:11]=3)=[CH:9][C:8]([C:12]([O:14][CH3:15])=[O:13])=[CH:7][CH:6]=4)[CH2:34][CH2:35]2)=[CH:26][CH:25]=1 |f:1.2|. Procedure details: Into a 8-mL sealed tube, was placed methyl 3-bromo-2-phenylquinoxaline-6-carboxylate (150 mg, 0.44 mmol, 1.00 equiv), 4-(4-chlorophenyl)piperidine hydrochloride (204.2 mg, 0.88 mmol, 2.00 equiv), DIEA (170.3 mg, 1.32 mmol, 3.00 equiv), N,N-dimethylformamide (4 mL). The resulting solution was stirred overnight at 100° C. in an oil bath. The reaction was then quenched by the addition of water. The resulting solution was extracted with 6×15 mL of dichloromethane and the organic layers combined and ... The reactants are CC(=O)O[BH-](OC(C)=O)OC(C)=O, CC(=O)O, O=C1CCC(c2c[nH]c3ccc(F)cc23)C1, NCc1ccccc1, [Na+], [Na+], [OH-]. Product: Fc1ccc2[nH]cc(C3CCC(NCc4ccccc4)C3)c2c1. Reaction SMILES: [C:29]([O:30][BH-:31]([O:32][C:33](=[O:34])[CH3:35])[O:36][C:37](=[O:38])[CH3:39])(=[O:40])[CH3:41].[CH3:25][C:26](=[O:27])[OH:28].[F:1][c:2]1[cH:3][c:4]2[c:5]([CH:11]3[CH2:12][C:13](=[O:16])[CH2:14][CH2:15]3)[cH:6][nH:7][c:8]2[cH:9][cH:10]1.[NH2:17][CH2:18][c:19]1[cH:20][cH:21][cH:22][cH:23][cH:24]1.[Na+:42].[Na+:44].[OH-:43]>>[F:1][c:2]1[cH:3][c:4]2[c:5]([CH:11]3[CH2:12][CH:13]([NH:17][CH2:18][c:19]4[cH:20][cH:21][cH:22][cH:23][cH:24]4)[CH2:14][CH2:15]3)[cH:6][nH:7][c:8]2[cH:9][cH:10]1. Reactants: C1(=CC=CC2=CC=CC=C12)CC(=O)O (1-naphthylacetic acid), C(C(=O)Cl)(=O)Cl (oxalyl chloride), CN(C=O)C (N,N-dimethylformamide), NC=1C=C(C=CC1)N1C2=C(N=C(C1=O)CC1=CC=CC=C1)C=CC=N2 (4-(3-aminophenyl)-3-oxo-2-benzyl-3,4-dihydropyrido[2,3-b]pyrazine). Run in C(C)(=O)OCC (ethyl acetate), ClCCl (dichloromethane), O (water), ClCCl (dichloromethane), C(C)N(CC)CC (triethylamine). Conditions: time 30 minute. Product: C(C1=CC=CC=C1)C1=NC2=C(N(C1=O)C1=CC(=CC=C1)NC(CC1=CC=CC3=CC=CC=C13)=O)N=CC=C2 (2-benzyl-3-oxo-4-[3-[(1-naphthyl)acetylamino]phenyl]-3,4-dihydropyrido[2,3-b]pyrazine). Yield: 62.1%. RXN SMILES: [C:1]1([CH2:11][C:12]([OH:14])=O)[C:10]2[C:5](=[CH:6][CH:7]=[CH:8][CH:9]=2)[CH:4]=[CH:3][CH:2]=1.C(Cl)(=O)C(Cl)=O.CN(C)C=O.[NH2:26][C:27]1[CH:28]=[C:29]([N:33]2[C:38](=[O:39])[C:37]([CH2:40][C:41]3[CH:46]=[CH:45][CH:44]=[CH:43][CH:42]=3)=[N:36][C:35]3[CH:47]=[CH:48][CH:49]=[N:50][C:34]2=3)[CH:30]=[CH:31][CH:32]=1>ClCCl.O.C(OCC)(=O)C.C(N(CC)CC)C>[CH2:40]([C:37]1[C:38](=[O:39])[N:33]([C:29]2[CH:30]=[CH:31][CH:32]=[C:27]([NH:26][C:12](=[O:14])[CH2:11][C:1]3[C:10]4[C:5](=[CH:6][CH:7]=[CH:8][CH:9]=4)[CH:4]=[CH:3][CH:2]=3)[CH:28]=2)[C:34]2[N:50]=[CH:49][CH:48]=[CH:47][C:35]=2[N:36]=1)[C:41]1[CH:42]=[CH:43][CH:44]=[CH:45][CH:46]=1. Reported procedure: A mixture of 1-naphthylacetic acid (82 mg), oxalyl chloride (0.02 ml) and catalytic amount of N,N-dimethylformamide in dichloromethane (2 ml) was stirred at room temperature for 30 minutes. The above solution was added to a mixture of 4-(3-aminophenyl)-3-oxo-2-benzyl-3,4-dihydropyrido[2,3-b]pyrazine (131 mg) and triethylamine (0.085 ml) in dichloromethane (2 ml). The mixture was stirred at room temperature for 30 minutes, then poured into a mixture of ethyl acetate add water. The organic phase w... The reactants are CO, COC(=O)CCC1(NC(=O)c2cc3ccccc3cn2)C(=O)N(c2ccccc2F)c2cc(OC)ccc21, [Na+], [OH-]. Yields the product COc1ccc2c(c1)N(c1ccccc1F)C(=O)C2(CCC(=O)O)NC(=O)c1cc2ccccc2cn1. RXN SMILES: [CH3:41][OH:42].[F:1][c:2]1[c:3]([N:8]2[C:9](=[O:38])[C:10]([NH:19][C:20](=[O:21])[c:22]3[n:23][cH:24][c:25]4[cH:26][cH:27][cH:28][cH:29][c:30]4[cH:31]3)([CH2:32][CH2:33][C:34](=[O:35])[O:36][CH3:37])[c:11]3[cH:12][cH:13][c:14]([O:17][CH3:18])[cH:15][c:16]32)[cH:4][cH:5][cH:6][cH:7]1.[Na+:40].[OH-:39]>>[F:1][c:2]1[c:3]([N:8]2[C:9](=[O:38])[C:10]([NH:19][C:20](=[O:21])[c:22]3[n:23][cH:24][c:25]4[cH:26][cH:27][cH:28][cH:29][c:30]4[cH:31]3)([CH2:32][CH2:33][C:34](=[O:35])[OH:36])[c:11]3[cH:12][cH:13][c:14]([O:17][CH3:18])[cH:15][c:16]32)[cH:4][cH:5][cH:6][cH:7]1. Starting materials: CC=1C=CC(=CC1)C(=O)O (p-toluic acid), CC=1C=CC(=CC1)C(=O)O (p-toluic acid), C(C1=CC=C(C(=O)O)C=C1)(=O)O (terephthalic acid), C(C1=CC=CC=C1)(=O)ON1C(C=2C(C1=O)=CC=CC2)=O (N-benzoyloxyphthalimide), O=O (oxygen). The reagents and catalysts are O.O.O.O.C(C)(=O)[O-].[Mn+2].C(C)(=O)[O-] (manganese(II) acetate tetrahydrate), O.O.O.O.C(C)(=O)[O-].[Co+2].C(C)(=O)[O-] (cobalt(II) acetate tetrahydrate), [Ti] (titanium). Solvent: C(C)(=O)O (acetic acid). Product: C(=O)(O)C1=CC=C(C=O)C=C1 (4-carboxybenzaldehyde). The yield is 63.2%. As a reaction SMILES: CC1C=CC(C(O)=O)=CC=1.C(ON1C(=O)C2=CC=CC=C2C1=O)(=O)C1C=CC=CC=1.O=O.[C:33](O)(=[O:43])[C:34]1[CH:42]=[CH:41][C:37]([C:38]([OH:40])=[O:39])=[CH:36][CH:35]=1>[Ti].O.O.O.O.C([O-])(=O)C.[Co+2].C([O-])(=O)C.O.O.O.O.C([O-])(=O)C.[Mn+2].C([O-])(=O)C.C(O)(=O)C>[C:38]([C:37]1[CH:41]=[CH:42][C:34]([CH:33]=[O:43])=[CH:35][CH:36]=1)([OH:40])=[O:39] |f:5.6.7.8.9.10.11,12.13.14.15.16.17.18|. Procedure details: In a 500-ml titanium autoclave, 15.36 g (0.113 mol) of p-toluic acid, 0.301 g (1.13 mmol) of N-benzoyloxyphthalimide, 0.112 g (0.45 mmol) of cobalt(II) acetate tetrahydrate, 0. 277 g (1.13 mmol) of manganese(II) acetate tetrahydrate and 104 g of acetic acid were placed, the resulting mixture was stirred at 190° C. in an atmosphere of a mixture of oxygen and nitrogen gases (1:1) [4 MPa (gauge pressure)] for 1 hour and thereby yielded terephthalic acid in a yield of 63.2% with a conversion from p-...